Dataset: the Open Reaction Database (ORD), a public repository of structured organic reaction records. Task: describe an organic reaction: reactants, conditions, products, and yield Starting materials: CO, Cl, [Li+], [OH-], O, CCOC(=O)CCCCCCN1C(=O)SCC1C=CC(O)Cc1ccccc1. Product: O=C(O)CCCCCCN1C(=O)SCC1C=CC(O)Cc1ccccc1. RXN SMILES: [CH3:29][OH:30].[ClH:33].[Li+:31].[OH-:32].[OH2:34].[OH:1][CH:2]([CH:3]=[CH:4][CH:5]1[N:6]([CH2:11][CH2:12][CH2:13][CH2:14][CH2:15][CH2:16][C:17](=[O:18])[O:19][CH2:20][CH3:21])[C:7](=[O:10])[S:8][CH2:9]1)[CH2:22][c:23]1[cH:24][cH:25][cH:26][cH:27][cH:28]1>>[OH:1][CH:2]([CH:3]=[CH:4][CH:5]1[N:6]([CH2:11][CH2:12][CH2:13][CH2:14][CH2:15][CH2:16][C:17](=[O:18])[OH:19])[C:7](=[O:10])[S:8][CH2:9]1)[CH2:22][c:23]1[cH:24][cH:25][cH:26][cH:27][cH:28]1.